describe an organic reaction: reactants, conditions, products, and yield From a dataset of the Open Reaction Database (ORD), a public repository of structured organic reaction records. Reactants: C1(CCCCCC1)=NO (cycloheptanone oxime), FC1=CC=C(C=C1)N1CCN(CC1)CCCC(=O)OCC (ethyl 4-(4-(4-fluorophenyl)piperazin-1-yl)-n-butyrate). Yields the product FC1=CC=C(C=C1)N1CCN(CC1)CCCC1=C2C(=NO1)CCCCC2 (3-(3-(4-(4-fluorophenyl)piperazin-1-yl)propyl)-5,6,7,8-tetrahydro-4H-cyclohepta[c]isoxazole). Reaction SMILES: [C:1]1(=[N:8][OH:9])[CH2:7][CH2:6][CH2:5][CH2:4][CH2:3][CH2:2]1.[F:10][C:11]1[CH:16]=[CH:15][C:14]([N:17]2[CH2:22][CH2:21][N:20]([CH2:23][CH2:24][CH2:25][C:26](OCC)=O)[CH2:19][CH2:18]2)=[CH:13][CH:12]=1>>[F:10][C:11]1[CH:12]=[CH:13][C:14]([N:17]2[CH2:18][CH2:19][N:20]([CH2:23][CH2:24][CH2:25][C:26]3[O:9][N:8]=[C:1]4[CH2:7][CH2:6][CH2:5][CH2:4][CH2:3][C:2]=34)[CH2:21][CH2:22]2)=[CH:15][CH:16]=1. Reported procedure: By the same reaction and treatment as in Example 48 using cycloheptanone oxime and ethyl 4-(4-(4-fluorophenyl)piperazin-1-yl)-n-butyrate, 3-(3-(4-(4-fluorophenyl)piperazin-1-yl)propyl)-5,6,7,8-tetrahydro-4H-cyclohepta[c]isoxazole is obtained.